Dataset: the Open Reaction Database (ORD), a public repository of structured organic reaction records. Task: describe an organic reaction: reactants, conditions, products, and yield Reactants: N1C(=NC2=C1C=CC=C2)CN(C2CCCC=1C=CC=NC21)CC2=CC=C(C=O)C=C2 (4-{[(1H-benzimidazol-2-ylmethyl)-(5,6,7,8-tetrahydro-quinolin-8-yl)-amino]-methyl}-benzaldehyde), N1CCCC1 (pyrrolidine), CC(=O)O (AcOH), [BH-](OC(=O)C)(OC(=O)C)OC(=O)C.[Na+] (NaBH(OAc)3). The solvent is C1CCOC1 (THF). Run at time 1.5 hour. The product is N1C(=NC2=C1C=CC=C2)CN(C2CCCC=1C=CC=NC21)CC2=CC=C(C=C2)CN2CCCC2 ((1H-benzimidazol-2-ylmethyl)-(4-pyrrolidin-1-ylmethyl-benzyl)-(5,6,7,8-tetrahydro-quinolin-8-yl)-amine). Isolated yield 98.4%. RXN SMILES: [NH:1]1[C:5]2[CH:6]=[CH:7][CH:8]=[CH:9][C:4]=2[N:3]=[C:2]1[CH2:10][N:11]([CH2:22][C:23]1[CH:30]=[CH:29][C:26]([CH:27]=O)=[CH:25][CH:24]=1)[CH:12]1[C:21]2[N:20]=[CH:19][CH:18]=[CH:17][C:16]=2[CH2:15][CH2:14][CH2:13]1.[NH:31]1[CH2:35][CH2:34][CH2:33][CH2:32]1.CC(O)=O.[BH-](OC(C)=O)(OC(C)=O)OC(C)=O.[Na+]>C1COCC1>[NH:1]1[C:5]2[CH:6]=[CH:7][CH:8]=[CH:9][C:4]=2[N:3]=[C:2]1[CH2:10][N:11]([CH2:22][C:23]1[CH:30]=[CH:29][C:26]([CH2:27][N:31]2[CH2:35][CH2:34][CH2:33][CH2:32]2)=[CH:25][CH:24]=1)[CH:12]1[C:21]2[N:20]=[CH:19][CH:18]=[CH:17][C:16]=2[CH2:15][CH2:14][CH2:13]1 |f:3.4|. Procedure details: Using General Procedure B: To a stirred solution of 4-{[(1H-benzimidazol-2-ylmethyl)-(5,6,7,8-tetrahydro-quinolin-8-yl)-amino]-methyl}-benzaldehyde (150 mg, 0.37 mmol), pyrrolidine (30 μL, 0.36 mmol) and AcOH (20 μL, 0.37 mmol) in THF (4 mL) was added NaBH(OAc)3 (235 mg, 1.11 mmol) and the mixture was stirred at room temperature for 1.5 hours. Purification of the crude white foam (205 mg) by column chromatography on silica gel (100:1:1—CH2Cl2:MeOH:NH4OH) afforded the desired product (160 mg, 96%... The reactants are Cl (hydrochloric acid), ClS(=O)(=O)C=1C=C2CC(NC2=CC1)=O (5-chlorosulfonyl-2-oxindole), N1CCCC1 (pyrrolidine), N1=CC=CC=C1 (pyridine). The solvent is ClCCl (dichloromethane), C(C)(=O)OCC (ethyl acetate). Run at time 4 hour. Product: N1(CCCC1)S(=O)(=O)C=1C=C2CC(NC2=CC1)=O (5-(pyrrolidine-1-sulfonyl)-1,3-dihydro-indol-2-one). Reaction SMILES: Cl[S:2]([C:5]1[CH:6]=[C:7]2[C:11](=[CH:12][CH:13]=1)[NH:10][C:9](=[O:14])[CH2:8]2)(=[O:4])=[O:3].[NH:15]1[CH2:19][CH2:18][CH2:17][CH2:16]1.N1C=CC=CC=1.Cl>ClCCl.C(OCC)(=O)C>[N:15]1([S:2]([C:5]2[CH:6]=[C:7]3[C:11](=[CH:12][CH:13]=2)[NH:10][C:9](=[O:14])[CH2:8]3)(=[O:4])=[O:3])[CH2:19][CH2:18][CH2:17][CH2:16]1. Procedure: A suspension of 5-chlorosulfonyl-2-oxindole (1.62 g, 7 mmol), pyrrolidine (0.701 mL, 8.4 mmol) and pyridine (1 mL) in dichloromethane (20 mL) was stirred at room temperature for 4 hours. The reaction mixture was diluted with ethyl acetate (300 mL) and made acidic with 1N hydrochloric acid (16 mL). The organic layer was then washed with sodium bicarbonate and brine, dried and concentrated. The residue was washed with ethanol (3 mL). It was then purified by chromatography on silica gel eluting wit...